This data is from the Open Reaction Database (ORD), a public repository of structured organic reaction records. The task is: describe an organic reaction: reactants, conditions, products, and yield Reactants: CCCCCC (hexane), Cl (HCl), C(C)(=O)[O-] (Acetate), [OH-].[K+] (KOH). Run in C(C)(=O)OCC (ethyl acetate), C(C)(=O)OCC (ethyl acetate), CO (MeOH), C(C)(=O)OCC (ethyl acetate). Conditions: time 4 hour. Yields the product O(C1=CC=CC=C1)CC(=O)O (Phenoxy-Acetic Acid). Reaction SMILES: [C:1]([O-:4])(=[O:3])[CH3:2].[OH-:5].[K+].[CH3:7][CH2:8][CH2:9][CH2:10][CH2:11][CH3:12].Cl>CO.C(OCC)(=O)C>[O:5]([CH2:2][C:1]([OH:4])=[O:3])[C:9]1[CH:8]=[CH:7][CH:12]=[CH:11][CH:10]=1 |f:1.2|. Reported procedure: A portion of 16a (15.8 g; 29.9 mmol) was dissolved in 748 mL of MeOH. 35% aq. KOH (262 mL) was added in portions over 5 min. The reaction was heated to reflux. After 1 h TLC (30% ethyl acetate:hexane) indicated no starting material remained. After 4 h, TLC (100% ethyl acetate) indicated a heavy UV active spot above the origin. The reaction mixture was cooled to RT, then placed in an ice bath. 2M HCl (600 mL) was added to acidify the reaction to pH 5. The reaction mixture was diluted with 1.6 L o... Starting materials: FC1=CC=C(C=C1)C#CC(C)(C)N(C(OC)=O)CCC(CC(=C)C)(C1=CC=CC=C1)O (methyl 4-(4-fluorophenyl)-2-methylbut-3-yn-2-yl(3-hydroxy-5-methyl-3-phenylhex-5-enyl)carbamate), [H-].[Na+] (NaH), oil. Isolated yield 150.7%. Run in C1CCOC1 (THF), CCOC(=O)C (EtOAc). As a reaction SMILES: [F:1][C:2]1[CH:7]=[CH:6][C:5]([C:8]#[C:9][C:10]([N:13]([CH2:18][CH2:19][C:20]([OH:31])([C:25]2[CH:30]=[CH:29][CH:28]=[CH:27][CH:26]=2)[CH2:21][C:22]([CH3:24])=[CH2:23])[C:14](=[O:17])OC)([CH3:12])[CH3:11])=[CH:4][CH:3]=1.[H-].[Na+]>C1COCC1.CCOC(C)=O>[F:1][C:2]1[CH:7]=[CH:6][C:5]([C:8]#[C:9][C:10]([N:13]2[CH2:18][CH2:19][C:20]([CH2:21][C:22]([CH3:24])=[CH2:23])([C:25]3[CH:26]=[CH:27][CH:28]=[CH:29][CH:30]=3)[O:31][C:14]2=[O:17])([CH3:12])[CH3:11])=[CH:4][CH:3]=1 |f:1.2|. Product: FC1=CC=C(C=C1)C#CC(C)(C)N1C(OC(CC1)(C1=CC=CC=C1)CC(=C)C)=O (3-(4-(4-fluorophenyl)-2-methylbut-3-yn-2-yl)-6-(2-methylallyl)-6-phenyl-1,3-oxazinan-2-one). Procedure details: To a stirred solution of methyl 4-(4-fluorophenyl)-2-methylbut-3-yn-2-yl(3-hydroxy-5-methyl-3-phenylhex-5-enyl)carbamate (35 mg, 0.03 mmol) in dry THF (2 mL) was added 60% NaH in oil (5 mg, 0.12 mmol). The mixture was heated at 60 C for 3 h, cooled, diluted with EtOAc (90 mL), washed with water (10 mL) and brine (10 mL), and dried over Na2SO4. Removal of the solvent left an oil (18 mg) which was purified by prep HPLC to afford 3-(4-(4-fluorophenyl)-2-methylbut-3-yn-2-yl)-6-(2-methylallyl)-6-phen... Reactants: CCCCCC, CC(CCl)CN1CCCCC1, O=c1oc2ccccc2c(O)c1-c1ccccc1. Yields the product CC(COc1c(-c2ccccc2)c(=O)oc2ccccc12)CN1CCCCC1. RXN SMILES: [CH3:30][CH2:31][CH2:32][CH2:33][CH2:34][CH3:35].[N:19]1([CH2:25][CH:26]([CH2:27][Cl:28])[CH3:29])[CH2:20][CH2:21][CH2:22][CH2:23][CH2:24]1.[c:1]1(-[c:7]2[c:8](=[O:18])[o:9][c:10]3[cH:11][cH:12][cH:13][cH:14][c:15]3[c:16]2[OH:17])[cH:2][cH:3][cH:4][cH:5][cH:6]1>>[c:1]1(-[c:7]2[c:8](=[O:18])[o:9][c:10]3[cH:11][cH:12][cH:13][cH:14][c:15]3[c:16]2[O:17][CH2:27][CH:26]([CH2:25][N:19]2[CH2:20][CH2:21][CH2:22][CH2:23][CH2:24]2)[CH3:29])[cH:2][cH:3][cH:4][cH:5][cH:6]1. Starting materials: CC(=O)c1cc2ccccc2o1, CO, O=Cc1ccccc1, Cl. The product is O=C(C=Cc1ccccc1)c1cc2ccccc2o1. Reaction SMILES: [C:1]([CH3:2])(=[O:3])[c:4]1[cH:5][c:6]2[c:7]([o:8]1)[cH:9][cH:10][cH:11][cH:12]2.[CH3:22][OH:23].[CH:13](=[O:14])[c:15]1[cH:16][cH:17][cH:18][cH:19][cH:20]1.[ClH:21]>>[C:1]([CH:2]=[CH:13][c:15]1[cH:16][cH:17][cH:18][cH:19][cH:20]1)(=[O:3])[c:4]1[cH:5][c:6]2[c:7]([o:8]1)[cH:9][cH:10][cH:11][cH:12]2. Starting materials: C(C)OC(C1=C(C(=CC(=C1)[N+](=O)[O-])[N+](=O)[O-])CC)=S (3,5-dinitro-2-ethylthiobenzoic acid ethyl ester). Reagents/catalysts: [Ni] (Raney nickel). Run in O1CCCC1 (tetrahydrofuran), C(C)(=O)OCC (ethyl acetate). The product is C(C)OC(C1=C(C(=CC(=C1)N)N)CC)=S (3,5-diamino-2-ethylthiobenzoic acid ethyl ester). RXN SMILES: [CH2:1]([O:3][C:4](=[S:19])[C:5]1[CH:10]=[C:9]([N+:11]([O-])=O)[CH:8]=[C:7]([N+:14]([O-])=O)[C:6]=1[CH2:17][CH3:18])[CH3:2]>O1CCCC1.[Ni].C(OCC)(=O)C>[CH2:1]([O:3][C:4](=[S:19])[C:5]1[CH:10]=[C:9]([NH2:11])[CH:8]=[C:7]([NH2:14])[C:6]=1[CH2:17][CH3:18])[CH3:2]. Procedure details: 25.9 g (0.0862 mol) of 3,5-dinitro-2-ethylthiobenzoic acid ethyl ester are dissolved in 260 ml of tetrahydrofuran and hydrogenated at 30°-35° C. in the presence of 10 g of Raney nickel. The catalyst is then isolated by filtration, and the residue is taken up in ethyl acetate, dried over magnesium sulfate, filtered and concentrated. The reactants are CN1CCCC1=O, CCN(C(C)C)C(C)C, Nc1nccc(Cl)c1I, O=[N+]([O-])c1ccc(O)cc1, O. The product is Nc1nccc(Oc2ccc([N+](=O)[O-])cc2)c1I. Reaction SMILES: [CH3:29][N:30]1[CH2:31][CH2:32][CH2:33][C:34]1=[O:35].[CH:20]([N:21]([CH:22]([CH3:23])[CH3:24])[CH2:25][CH3:26])([CH3:27])[CH3:28].[Cl:1][c:2]1[c:3]([I:9])[c:4]([NH2:8])[n:5][cH:6][cH:7]1.[N+:10](=[O:11])([O-:12])[c:13]1[cH:14][cH:15][c:16]([OH:19])[cH:17][cH:18]1.[OH2:36]>>[c:2]1([O:19][c:16]2[cH:15][cH:14][c:13]([N+:10](=[O:11])[O-:12])[cH:18][cH:17]2)[c:3]([I:9])[c:4]([NH2:8])[n:5][cH:6][cH:7]1.